This data is from the Open Reaction Database (ORD), a public repository of structured organic reaction records. The task is: describe an organic reaction: reactants, conditions, products, and yield The reactants are C1(=CC=CC=C1)S(=O)(=O)C(=C(NCCSCC1=C(N=CN1)C)SC)C#N (1-Benzenesulfonyl-1-cyano-2-methylthio-2-{2-[(4-methyl-1H-imidazol-5-yl)methylthio]ethylamino}ethylene), C(C#C)N (propargylamine). Yields the product C1(=CC=CC=C1)S(=O)(=O)C(=C(NCCSCC1=C(N=CN1)C)NCC#C)C#N (1-Benzenesulfonyl-1-cyano-2-(2-propynylamino)-2-{2-[(4-methyl-1H-imidazol-5-yl)methylthio]ethylamino}ethylene). Reaction SMILES: [C:1]1([S:7]([C:10]([C:25]#[N:26])=[C:11](SC)[NH:12][CH2:13][CH2:14][S:15][CH2:16][C:17]2[NH:21][CH:20]=[N:19][C:18]=2[CH3:22])(=[O:9])=[O:8])[CH:6]=[CH:5][CH:4]=[CH:3][CH:2]=1.[CH2:27]([NH2:30])[C:28]#[CH:29]>>[C:1]1([S:7]([C:10]([C:25]#[N:26])=[C:11]([NH:30][CH2:27][C:28]#[CH:29])[NH:12][CH2:13][CH2:14][S:15][CH2:16][C:17]2[NH:21][CH:20]=[N:19][C:18]=2[CH3:22])(=[O:8])=[O:9])[CH:2]=[CH:3][CH:4]=[CH:5][CH:6]=1. Reported procedure: The product of Step A is reacted with a four-fold excess of propargylamine according to the general procedure of Example 2, and the title product is produced.